From a dataset of the Open Reaction Database (ORD), a public repository of structured organic reaction records. describe an organic reaction: reactants, conditions, products, and yield Procedure details: A mixture of 6-acetyl-4-chloro-3′-fluoro-3-methylbiphenyl-2-carbonitrile (1.00 g, 3.48 mmol), N-bromosuccinimide (0.650 g, 3.65 mmol), and benzoyl peroxide (0.0421 g, 0.174 mmol) in carbon tetrachloride (10 mL) was heated at reflux overnight. After cooling to room temperature, the mixture was diluted with dichloromethane and washed with water. The organic layers were dried over magnesium sulfate and evaporated to dryness. The residue was purified on silica gel, eluting with 0 to 20% ethyl acetat... Run in C(Cl)(Cl)(Cl)Cl (carbon tetrachloride), ClCCl (dichloromethane). The product is C(C)(=O)C=1C=C(C(=C(C1C1=CC(=CC=C1)F)C#N)CBr)Cl (6-Acetyl-3-(bromomethyl)-4-chloro-3′-fluorobiphenyl-2-carbonitrile). Isolated yield 44.7%. As a reaction SMILES: [C:1]([C:4]1[CH:5]=[C:6]([Cl:20])[C:7]([CH3:19])=[C:8]([C:17]#[N:18])[C:9]=1[C:10]1[CH:15]=[CH:14][CH:13]=[C:12]([F:16])[CH:11]=1)(=[O:3])[CH3:2].[Br:21]N1C(=O)CCC1=O.C(OOC(=O)C1C=CC=CC=1)(=O)C1C=CC=CC=1>C(Cl)(Cl)(Cl)Cl.ClCCl>[C:1]([C:4]1[CH:5]=[C:6]([Cl:20])[C:7]([CH2:19][Br:21])=[C:8]([C:17]#[N:18])[C:9]=1[C:10]1[CH:15]=[CH:14][CH:13]=[C:12]([F:16])[CH:11]=1)(=[O:3])[CH3:2]. Reactants: C(C)(=O)C=1C=C(C(=C(C1C1=CC(=CC=C1)F)C#N)C)Cl (6-acetyl-4-chloro-3′-fluoro-3-methylbiphenyl-2-carbonitrile), BrN1C(CCC1=O)=O (N-bromosuccinimide), C(C1=CC=CC=C1)(=O)OOC(C1=CC=CC=C1)=O (benzoyl peroxide). Run at time 1 hour. Solvent: C(Cl)Cl (methylene chloride). Yields the product NCC(=O)NC1CCC2=C(NC=3C=CC=C1C23)C2=CC=CC=C2 (5-(N-glycylamino)-2-phenyl-1,3,4,5-tetrahydrobenz[cd]indole). The yield is 28.3%. As a reaction SMILES: C(OC([NH:8][CH2:9][C:10]([NH:12][CH:13]1[C:23]2[C:24]3[C:16](=[C:17]([C:25]4[CH:30]=[CH:29][CH:28]=[CH:27][CH:26]=4)[NH:18][C:19]=3[CH:20]=[CH:21][CH:22]=2)[CH2:15][CH2:14]1)=[O:11])=O)(C)(C)C.FC(F)(F)C(O)=O.C(=O)([O-])O.[Na+]>C(Cl)Cl>[NH2:8][CH2:9][C:10]([NH:12][CH:13]1[C:23]2[C:24]3[C:16](=[C:17]([C:25]4[CH:30]=[CH:29][CH:28]=[CH:27][CH:26]=4)[NH:18][C:19]=3[CH:20]=[CH:21][CH:22]=2)[CH2:15][CH2:14]1)=[O:11] |f:2.3|. Starting materials: C(C)(C)(C)OC(=O)NCC(=O)NC1CCC2=C(NC=3C=CC=C1C23)C2=CC=CC=C2 (5-[N-(N-t-butoxycarbonylglycyl)amino]-2-phenyl-1,3,4,5-tetrahydrobenz[cd]indole), FC(C(=O)O)(F)F (trifluoroacetic acid), C(O)([O-])=O.[Na+] (sodium hydrogencarbonate). Procedure: A portion (470 mg) of the crude compound obtained in Example 126 was suspended in methylene chloride (4 ml) and to the suspension was added trifluoroacetic acid (4 ml). The mixture was stirred for 1 hour at room temperature. The reaction mixture was made basic with saturated aqueous solution of sodium hydrogencarbonate and extracted with ethyl acetate. The organic layer was washed with water and saturated aqueous solution of sodium chloride and dried over anhydrous sodium sulfate. Then, the solv... The reactants are CO, O=[N+]([O-])c1ccc(SCCc2ccccc2)cc1. Product: Nc1ccc(SCCc2ccccc2)cc1. RXN SMILES: [CH3:19][OH:20].[c:1]1([CH2:7][CH2:8][S:9][c:10]2[cH:11][cH:12][c:13]([N+:16]([O-:17])=[O:18])[cH:14][cH:15]2)[cH:2][cH:3][cH:4][cH:5][cH:6]1>>[c:1]1([CH2:7][CH2:8][S:9][c:10]2[cH:11][cH:12][c:13]([NH2:16])[cH:14][cH:15]2)[cH:2][cH:3][cH:4][cH:5][cH:6]1. Reactants: C(C)O.[OH-].[K+] (ethanol KOH), C1(=CC=CC=C1)C=CC(=O)C1=CC=CC=C1 (chalcone), C(C1=CC=CC=C1)C#N (benzyl cyanide), ice-salt. Run in CCCCCC (hexane). Yields the product C1(=CC=CC=C1)C1C(OC(CC1C1=CC=CC=C1)C1=CC=CC=C1)=O (3,4,6-triphenyl 3,4,5,6-tetrahydro 2-pyrone). As a reaction SMILES: [C:1]1([CH:7]=[CH:8][C:9]([C:11]2[CH:16]=[CH:15][CH:14]=[CH:13][CH:12]=2)=[O:10])[CH:6]=[CH:5][CH:4]=[CH:3][CH:2]=1.[CH2:17]([C:24]#N)[C:18]1[CH:23]=[CH:22][CH:21]=[CH:20][CH:19]=1.C([OH:28])C.[OH-].[K+]>CCCCCC>[C:18]1([CH:17]2[CH:7]([C:1]3[CH:2]=[CH:3][CH:4]=[CH:5][CH:6]=3)[CH2:8][CH:9]([C:11]3[CH:16]=[CH:15][CH:14]=[CH:13][CH:12]=3)[O:10][C:24]2=[O:28])[CH:23]=[CH:22][CH:21]=[CH:20][CH:19]=1 |f:2.3.4|. Procedure details: 20.8 g (0.1 mol) of chalcone (1,3-diphenyl 1-propenone) are dissolved hot in 12.0 g (0.102 mol) of benzyl cyanide. 60 ml of hexane-absolute alcohol mixture (20-80) are added; the reaction medium is cooled to 0° C. in an ice-salt mixture. The catalyst (8 ml of 2 N ethanol KOH) is then added slowly. Crystallisation intervenes very quickly in the vessel, about 1 hour after the beginning of pouring which lasts 3/4 of an hour. The vessel is then placed in the refrigerator for the night. Starting materials: O=C([O-])[O-], COS(=O)(=O)OC, CCOC(C)=O, [Cl-], Cl, [K+], [K+], [Na+], O, CCOC(=O)C(=NO)C1(C)OCCO1. Product: CCOC(=O)C(=NOC)C1(C)OCCO1. As a reaction SMILES: [C:15](=[O:16])([O-:17])[O-:18].[CH3:21][O:22][S:23]([O:24][CH3:25])(=[O:26])=[O:27].[CH3:31][CH2:32][O:33][C:34](=[O:35])[CH3:36].[Cl-:30].[ClH:28].[K+:19].[K+:20].[Na+:29].[OH2:37].[OH:1][N:2]=[C:3]([C:4](=[O:5])[O:6][CH2:7][CH3:8])[C:9]1([CH3:10])[O:11][CH2:12][CH2:13][O:14]1>>[O:1]([N:2]=[C:3]([C:4](=[O:5])[O:6][CH2:7][CH3:8])[C:9]1([CH3:10])[O:11][CH2:12][CH2:13][O:14]1)[CH3:15]. The reactants are P(O)(O)(O)=O (phosphoric acid), C([O-])([O-])=O.[K+].[K+] (potassium carbonate), C=O (paraformaldehyde), CC(C)(C#N)O (acetonecyanohydrin), CC1(NC(CC(C1)NC(CCCCCCCC)=O)(C)C)C (N-[2,2,6,6-tetramethyl-4-piperidinyl]pelargonamide). The reagents and catalysts are C([O-])([O-])=O.[K+].[K+] (potassium carbonate). Solvent: C(C)O (ethanol), C(C)O (ethanol). The product is C(#N)CN1C(CC(CC1(C)C)NC(CCCCCCCC)=O)(C)C (N-[1-cyanomethyl-2,2,6,6-tetramethyl-4-piperidinyl]pelargonamide). Yield: 82.3%. Reaction SMILES: C(=O)([O-])[O-].[K+].[K+].C=O.C[C:10](O)([C:12]#[N:13])C.P(=O)(O)(O)O.[CH3:20][C:21]1([CH3:40])[CH2:26][CH:25]([NH:27][C:28](=[O:37])[CH2:29][CH2:30][CH2:31][CH2:32][CH2:33][CH2:34][CH2:35][CH3:36])[CH2:24][C:23]([CH3:39])([CH3:38])[NH:22]1>C(=O)([O-])[O-].[K+].[K+].C(O)C>[C:12]([CH2:10][N:22]1[C:21]([CH3:20])([CH3:40])[CH2:26][CH:25]([NH:27][C:28](=[O:37])[CH2:29][CH2:30][CH2:31][CH2:32][CH2:33][CH2:34][CH2:35][CH3:36])[CH2:24][C:23]1([CH3:39])[CH3:38])#[N:13] |f:0.1.2,7.8.9|. Procedure details: 15 ml of ethanol saturated with potassium carbonate, 18 g of paraformaldehyde, 1.43 g of potassium carbonate and 51 g of acetonecyanohydrin were stirred at 25° C. for 2 h and then brought to pH 6 with 85% strength phosphoric acid. 75 ml of ethanol and 88 g of N-[2,2,6,6-tetramethyl-4-piperidinyl]pelargonamide were added, and the mixture was refluxed for 6.5 h. The reaction mixture was filtered, the filtrate was concentrated and the residue was recrystallized from n-heptane to give 82 g of N-[1-c...